From a dataset of the Open Reaction Database (ORD), a public repository of structured organic reaction records. describe an organic reaction: reactants, conditions, products, and yield Starting materials: COC1=C(CNC2=NC=CC=C2CN)C=CC(=C1)OC (N-(2,4-Dimethoxybenzyl)-3-(aminomethyl)pyridin-2-amine), O=C1CCN(CC1)C(=O)OC(C)(C)C (tert-butyl 4-oxopiperidine-1-carboxylate), CC(=O)O (AcOH), [BH-](OC(=O)C)(OC(=O)C)OC(=O)C.[Na+] (NaBH(OAc)3). Solvent: C(Cl)Cl (DCM), C(=O)([O-])[O-].[Na+].[Na+] (Na2CO3), ClCCCl (DCE). The product is C(C)(C)(C)OC(=O)N1CCC(CC1)NCC=1C(=NC=CC1)NCC1=C(C=C(C=C1)OC)OC (tert-Butyl-4-((2-(2,4-dimethoxybenzylamino)pyridin-3-yl)methylamino)piperidine-1-carboxylate). Isolated yield 68.7%. Reaction SMILES: [CH3:1][O:2][C:3]1[CH:18]=[C:17]([O:19][CH3:20])[CH:16]=[CH:15][C:4]=1[CH2:5][NH:6][C:7]1[C:12]([CH2:13][NH2:14])=[CH:11][CH:10]=[CH:9][N:8]=1.O=[C:22]1[CH2:27][CH2:26][N:25]([C:28]([O:30][C:31]([CH3:34])([CH3:33])[CH3:32])=[O:29])[CH2:24][CH2:23]1.CC(O)=O.[BH-](OC(C)=O)(OC(C)=O)OC(C)=O.[Na+]>ClCCCl.C(Cl)Cl.C([O-])([O-])=O.[Na+].[Na+]>[C:31]([O:30][C:28]([N:25]1[CH2:26][CH2:27][CH:22]([NH:14][CH2:13][C:12]2[C:7]([NH:6][CH2:5][C:4]3[CH:15]=[CH:16][C:17]([O:19][CH3:20])=[CH:18][C:3]=3[O:2][CH3:1])=[N:8][CH:9]=[CH:10][CH:11]=2)[CH2:23][CH2:24]1)=[O:29])([CH3:34])([CH3:32])[CH3:33] |f:3.4,7.8.9|. Procedure details: To a stirred solution of N-(2,4-Dimethoxybenzyl)-3-(aminomethyl)pyridin-2-amine (2.04 mmol) and tert-butyl 4-oxopiperidine-1-carboxylate (0.41 g, 2.04 mmol) in DCE (8 ml) and AcOH (115 μL, 2.04 mmol) was added NaBH(OAc)3 (0.43 g, 2.04 mmol) and the reaction stirred at RT until judged complete by LCMS. The reaction mixture was diluted with DCM and sat. aq. Na2CO3, the layers were separated and the organic layer was dried (Na2SO3) and evaporated to dryness. Purification by column chromatography (M... Reaction SMILES: [Br:1][c:2]1[cH:3][c:4]2[c:5]([n:6][cH:7]1)[n:8]([S:11](=[O:12])(=[O:13])[c:14]1[cH:15][cH:16][c:17]([CH3:18])[cH:19][cH:20]1)[cH:9][cH:10]2.[C:21](=[O:22])([O-:23])[O-:24].[CH2:27]1[O:28][CH2:29][CH2:30][CH2:31]1.[Cs+:25].[Cs+:26].[OH2:32]>>[c:2]1([CH3:21])[cH:3][c:4]2[c:5]([n:6][cH:7]1)[n:8]([S:11](=[O:12])(=[O:13])[c:14]1[cH:15][cH:16][c:17]([CH3:18])[cH:19][cH:20]1)[cH:9][cH:10]2. The product is Cc1ccc(S(=O)(=O)n2ccc3cc(C)cnc32)cc1. Reactants: Cc1ccc(S(=O)(=O)n2ccc3cc(Br)cnc32)cc1, O=C([O-])[O-], C1CCOC1, [Cs+], [Cs+], O. The reactants are Cc1ccc(OB([O-])[O-])cc1, CCOC(=O)C1=Cc2cc(Br)ccc2N(S(=O)(=O)C(F)(F)F)CC1, O=C([O-])[O-], CCO, CCOC(C)=O, [K+], [K+], O, Cc1ccccc1. The product is CCOC(=O)C1=Cc2cc(-c3ccc(C)cc3)ccc2N(S(=O)(=O)C(F)(F)F)CC1. RXN SMILES: [B:1]([O-:2])([O-:10])[O:11][c:3]1[cH:4][cH:5][c:6]([CH3:9])[cH:7][cH:8]1.[Br:12][c:13]1[cH:14][cH:15][c:16]2[c:17]([cH:35]1)[CH:18]=[C:19]([C:30](=[O:31])[O:32][CH2:33][CH3:34])[CH2:20][CH2:21][N:22]2[S:23](=[O:24])(=[O:25])[C:26]([F:27])([F:28])[F:29].[C:36](=[O:37])([O-:38])[O-:39].[CH2:49]([OH:50])[CH3:51].[CH3:53][CH2:54][O:55][C:56](=[O:57])[CH3:58].[K+:40].[K+:41].[OH2:52].[c:42]1([CH3:43])[cH:44][cH:45][cH:46][cH:47][cH:48]1>>[c:3]1(-[c:13]2[cH:14][cH:15][c:16]3[c:17]([cH:35]2)[CH:18]=[C:19]([C:30](=[O:31])[O:32][CH2:33][CH3:34])[CH2:20][CH2:21][N:22]3[S:23](=[O:24])(=[O:25])[C:26]([F:27])([F:28])[F:29])[cH:4][cH:5][c:6]([CH3:9])[cH:7][cH:8]1. Starting materials: C(C1=CC=CC=C1)OCC1CCC(CC1)C=O (4-Benzyloxymethyl-cyclohexanecarbaldehyde), CO (MeOH), [O-]Cl.[Na+] (NaOCl). Run in C(C)(=O)O (acetic acid). Run at temperature 2.5 celsius. Yields the product COC(=O)C1CCC(CC1)CO (4-Hydroxymethyl-cyclohexanecarboxylic acid methyl ester), COC(=O)C1CCC(CC1)COCC1=CC=CC=C1 (4-benzyloxymethyl-cyclohexanecarboxylic acid methyl ester). Reaction SMILES: [CH2:1]([O:8][CH2:9][CH:10]1[CH2:15][CH2:14][CH:13]([CH:16]=[O:17])[CH2:12][CH2:11]1)[C:2]1[CH:7]=[CH:6][CH:5]=[CH:4][CH:3]=1.[O-:18]Cl.[Na+].[CH3:21][OH:22]>C(O)(=O)C>[CH3:1][O:8][C:9]([CH:10]1[CH2:15][CH2:14][CH:13]([CH2:16][OH:17])[CH2:12][CH2:11]1)=[O:18].[CH3:21][O:22][C:16]([CH:13]1[CH2:12][CH2:11][CH:10]([CH2:9][O:8][CH2:1][C:2]2[CH:3]=[CH:4][CH:5]=[CH:6][CH:7]=2)[CH2:15][CH2:14]1)=[O:17] |f:1.2|. Procedure: 4-Benzyloxymethyl-cyclohexanecarbaldehyde (1.70 g, 2.0 mmol) is dissolved in acetic acid (0.24 mL) and 2 mL of MeOH. The reaction mixture is cooled to 0-5° C. and stirred while 10% NaOCl solution (2.5 mL, 4 mmol) is added dropwise over 20 minutes. The cooling bath is removed and the mixture is allowed to come to room temperature. After addition of saturated aqueous NaHCO3, the aqueous layer is extracted with EtOAc. The combined organic layer (dried with MgSO4) is concentrated. The desired produc... Reactants: NC(CO)CC (2-amino-butan-1-ol), O1CCCC1 (tetrahydrofuran), NO (amino alcohol), alcohol, [Na] (sodium), ClCC(=O)OCC (ethyl chloroacetate), [Na] (sodium), [Na] (sodium). Product: crude intermediate, CN1C(COCC1CC)=O (4-methyl-5-ethyl-tetrahydro-1,4-oxazine-3-one), C(C)C1NC(COC1)=O (5-ethyl-tetrahydro-1,4-oxazin-3-one). RXN SMILES: [Na].[NH2:2][CH:3]([CH2:6][CH3:7])[CH2:4][OH:5].NO.Cl[CH2:11][C:12](OCC)=[O:13].[O:17]1CC[CH2:19][CH2:18]1>>[CH3:18][N:2]1[CH:3]([CH2:6][CH3:7])[CH2:4][O:5][CH2:11][C:12]1=[O:13].[CH2:6]([CH:3]1[CH2:4][O:5][CH2:19][C:18](=[O:17])[NH:2]1)[CH3:7] |^1:0|. Procedure: A solution of the crude intermediate 4-methyl-5-ethyl-tetrahydro-1,4-oxazine-3-one was prepared in a manner similar to that described in Example I by reacting the sodium salt of 2-amino-butan-1-ol (from 240 g of the amino alcohol and 62 grams of sodium) in 2500 ml of tetrahydrofuran with 338 g of ethyl chloroacetate following alcohol and 62 grams of sodium) in 2500 ml evaporation of the reaction solvent, the crude product was taken up in chloroform and washed with water. After drying the organic...